describe an organic reaction: reactants, conditions, products, and yield From a dataset of the Open Reaction Database (ORD), a public repository of structured organic reaction records. The reactants are Cl.NCCSC=1SC=C(N1)C(=O)NC=1SC2=C(C1)C=C(C=C2)F (2-(aminoethylthio)-N-(5-fluorobenzothiol-2-yl) thiazole-4-carboxamide hydrochloride), Cl.NCCSC=1SC=C(N1)C(=O)NC1SC2=C(N1C)C=C(C=C2)F (2-(aminoethylthio)-N-(3-methyl-5-fluorobenzothiazol-2-yl)thiazole-4-carboxamide hydrochloride). Yields the product Cl.NCCSC=1SC=C(N1)C(=O)NC=1SC2=C(N1)C=CC(=C2)C2=CC=CC=C2 (2-(aminoethylthio)-N-(6-phenylbenzothiazol-2-yl)-thiazole-4-carboxamide hydrochloride). Reaction SMILES: [ClH:1].NCCSC1SC=C(C(NC2S[C:16]3[CH:22]=[CH:21][C:20](F)=[CH:19][C:17]=3C=2)=O)N=1.Cl.[NH2:25][CH2:26][CH2:27][S:28][C:29]1[S:30][CH:31]=[C:32]([C:34]([NH:36][CH:37]2[N:41](C)[C:40]3[CH:43]=[C:44](F)[CH:45]=[CH:46][C:39]=3[S:38]2)=[O:35])[N:33]=1>>[ClH:1].[NH2:25][CH2:26][CH2:27][S:28][C:29]1[S:30][CH:31]=[C:32]([C:34]([NH:36][C:37]2[S:38][C:39]3[CH:46]=[C:45]([C:16]4[CH:22]=[CH:21][CH:20]=[CH:19][CH:17]=4)[CH:44]=[CH:43][C:40]=3[N:41]=2)=[O:35])[N:33]=1 |f:0.1,2.3,4.5|. Procedure details: In a similar manner were prepared: 2-(aminoethylthio)-N-(5-fluorobenzothiol-2-yl) thiazole-4-carboxamide hydrochloride, m.p. 261-263° C. dec. and 2-(aminoethylthio)-N-(3-methyl-5-fluorobenzothiazol-2-yl)thiazole-4-carboxamide hydrochloride, m.p. 276-277° C. dec.